This data is from the Open Reaction Database (ORD), a public repository of structured organic reaction records. The task is: describe an organic reaction: reactants, conditions, products, and yield The reactants are ClC1=C(C=C(C=C1)N1CCN(CC1)C(CN1N=C(C=2C1=NC=CC2)I)=O)OC (1-[4-(4-Chloro-3-methoxy-phenyl)-piperazin-1-yl]-2-(3-iodo-pyrazolo[3,4-b]pyridin-1-yl)-ethanone), N1CCOCC1 (morpholine), CC1(C2=C(C(=CC=C2)P(C3=CC=CC=C3)C4=CC=CC=C4)OC5=C(C=CC=C51)P(C6=CC=CC=C6)C7=CC=CC=C7)C (Xantphos), C(=O)([O-])[O-].[Cs+].[Cs+] (Cs2CO3). Reagents/catalysts: C=1C=CC(=CC1)/C=C/C(=O)/C=C/C2=CC=CC=C2.C=1C=CC(=CC1)/C=C/C(=O)/C=C/C2=CC=CC=C2.C=1C=CC(=CC1)/C=C/C(=O)/C=C/C2=CC=CC=C2.[Pd].[Pd] (Pd2(dba)3). Run in CCOC(=O)C (EtOAc), C1CCOC1 (THF). Run at temperature 80 celsius. The product is ClC1=C(C=C(C=C1)N1CCN(CC1)C(CN1N=C(C=2C1=NC=CC2)N2CCOCC2)=O)OC (1-[4-(4-Chloro-3-methoxy-phenyl)-piperazin-1-yl]-2-(3-morpholin-4-yl-pyrazolo[3,4-b]pyridin-1-yl)-ethanone). RXN SMILES: [Cl:1][C:2]1[CH:7]=[CH:6][C:5]([N:8]2[CH2:13][CH2:12][N:11]([C:14](=[O:26])[CH2:15][N:16]3[C:20]4=[N:21][CH:22]=[CH:23][CH:24]=[C:19]4[C:18](I)=[N:17]3)[CH2:10][CH2:9]2)=[CH:4][C:3]=1[O:27][CH3:28].[NH:29]1[CH2:34][CH2:33][O:32][CH2:31][CH2:30]1.CC1(C)C2C(=C(P(C3C=CC=CC=3)C3C=CC=CC=3)C=CC=2)OC2C(P(C3C=CC=CC=3)C3C=CC=CC=3)=CC=CC1=2.C([O-])([O-])=O.[Cs+].[Cs+]>C1COCC1.C1C=CC(/C=C/C(/C=C/C2C=CC=CC=2)=O)=CC=1.C1C=CC(/C=C/C(/C=C/C2C=CC=CC=2)=O)=CC=1.C1C=CC(/C=C/C(/C=C/C2C=CC=CC=2)=O)=CC=1.[Pd].[Pd].CCOC(C)=O>[Cl:1][C:2]1[CH:7]=[CH:6][C:5]([N:8]2[CH2:13][CH2:12][N:11]([C:14](=[O:26])[CH2:15][N:16]3[C:20]4=[N:21][CH:22]=[CH:23][CH:24]=[C:19]4[C:18]([N:29]4[CH2:34][CH2:33][O:32][CH2:31][CH2:30]4)=[N:17]3)[CH2:10][CH2:9]2)=[CH:4][C:3]=1[O:27][CH3:28] |f:3.4.5,7.8.9.10.11|. Reported procedure: A mixture of 1-[4-(4-Chloro-3-methoxy-phenyl)-piperazin-1-yl]-2-(3-iodo-pyrazolo[3,4-b]pyridin-1-yl)-ethanone (102.4 mg), morpholine (0.20 mL), Xantphos (35 mg), Pd2(dba)3 (18.3 mg) and Cs2CO3 (97 mg) in THF (1 mL) was heated to 80° C. for 12 h. The reaction mixture was allowed to cool to room temperature, diluted by EtOAc (3 mL) and filtered. The filtrate was evaporated in vacuo. The crude residue was purified by flash chromatography (silica, Hexane/EtOAc) to provide the title compound as a whi...